The task is: describe an organic reaction: reactants, conditions, products, and yield. This data is from the Open Reaction Database (ORD), a public repository of structured organic reaction records. The reactants are CN1CCN(CC1)CCO (2-(4-methylpiperazin-1-yl)ethanol), ClC1=CC=C(C=N1)\C(=C(\CC)/C1=CC=CC=C1)\C1=CC=C(C=C1)O ((Z)-4-(1-(6-chloropyridin-3-yl)-2-phenylbut-1-enyl)phenol). The product is CN1CCN(CC1)CCOC1=CC=C(C=N1)\C(=C(\CC)/C1=CC=CC=C1)\C1=CC=C(C=C1)O ((Z)-4-(1-(6-(2-(4-methylpiperazin-1-yl)ethoxy)pyridin-3-yl)-2-phenyl but-1-enyl)phenol). The yield is 121.1%. Reaction SMILES: [CH3:1][N:2]1[CH2:7][CH2:6][N:5]([CH2:8][CH2:9][OH:10])[CH2:4][CH2:3]1.Cl[C:12]1[N:17]=[CH:16][C:15](/[C:18](/[C:28]2[CH:33]=[CH:32][C:31]([OH:34])=[CH:30][CH:29]=2)=[C:19](\[C:22]2[CH:27]=[CH:26][CH:25]=[CH:24][CH:23]=2)/[CH2:20][CH3:21])=[CH:14][CH:13]=1>>[CH3:1][N:2]1[CH2:7][CH2:6][N:5]([CH2:8][CH2:9][O:10][C:12]2[N:17]=[CH:16][C:15](/[C:18](/[C:28]3[CH:29]=[CH:30][C:31]([OH:34])=[CH:32][CH:33]=3)=[C:19](\[C:22]3[CH:27]=[CH:26][CH:25]=[CH:24][CH:23]=3)/[CH2:20][CH3:21])=[CH:14][CH:13]=2)[CH2:4][CH2:3]1. Reported procedure: Following the same procedure as described in example 3, 2-(4-methylpiperazin-1-yl)ethanol (430 mg, 10 eq) was reacted with (Z)-4-(1-(6-chloropyridin-3-yl)-2-phenylbut-1-enyl)phenol (100 mg, 1 eq, prepared from example 1) to give the desired product (160 mg, 95% yield). 1H NMR (400 MHz, CDCl3) δ 7.57 (s, 1H), 7.17-7.22 (m, 2H), 7.00-7.15 (m, 5H), 6.97 (d, J=8.0 Hz, 1H), 6.76 (d, J=8.8 Hz, 2H), 6.03 (d, J=8.8 Hz, 1H), 4.27 (t, J=5.6 Hz, 2H), 2.75 (t, J=5.6 Hz, 2H), 2.48-2.57 (m, 12H), 2.32 (s, 3H)... Reactants: CC=1C=C(C=O)C=CC1F (3-methyl-4-fluoro benzaldehyde), ClC1=C(C=C2C=CN(C(C2=C1)=O)CC1=CC=C(C=C1)OC)F (7-Chloro-6-fluoro-2-(4-methoxy-benzyl)-2H-isoquinolin-1-one). The product is FC=1C=C2C=CN(C(C2=CC1C)=O)CC1=CC=C(C=C1)OC (6-Fluoro-2-(4-methoxy-benzyl)-7-methyl-2H-isoquinolin-1-one). Reaction SMILES: [CH3:1][C:2]1[CH:3]=[C:4]([CH:7]=[CH:8][C:9]=1[F:10])[CH:5]=[O:6].ClC1C=C2C([CH:16]=[CH:17][N:18]([CH2:23][C:24]3[CH:29]=[CH:28][C:27]([O:30][CH3:31])=[CH:26][CH:25]=3)C2=O)=CC=1F>>[F:10][C:9]1[CH:8]=[C:7]2[C:4](=[CH:3][C:2]=1[CH3:1])[C:5](=[O:6])[N:18]([CH2:23][C:24]1[CH:25]=[CH:26][C:27]([O:30][CH3:31])=[CH:28][CH:29]=1)[CH:17]=[CH:16]2. Reported procedure: Starting from 3-methyl-4-fluoro benzaldehyde, the title compound was prepared following a similar sequence as described for 7-chloro-6-fluoro-2-(4-methoxy-benzyl)-2H-isoquinolin-1-one (62). Rt=1.83 min (Method B). Detected mass: 298.1 (M+H+). The reactants are ClCCCl, CN(C)c1ccncc1, Cc1cccc(-c2[nH]c(Cc3ccc(F)c(C(=O)O)c3)nc2-c2ccc3ncccc3c2)n1, NCCO, O, On1nnc2ccccc21, c1ccncc1. Yields the product Cc1cccc(-c2[nH]c(Cc3ccc(F)c(C(=O)NCCO)c3)nc2-c2ccc3ncccc3c2)n1. RXN SMILES: [CH2:48]([Cl:49])[CH2:50][Cl:51].[CH3:52][N:53]([c:54]1[cH:55][cH:56][n:57][cH:58][cH:59]1)[CH3:60].[F:1][c:2]1[c:3]([C:4](=[O:5])[OH:6])[cH:7][c:8]([CH2:11][c:12]2[nH:13][c:14](-[c:27]3[n:28][c:29]([CH3:33])[cH:30][cH:31][cH:32]3)[c:15](-[c:17]3[cH:18][c:19]4[cH:20][cH:21][cH:22][n:23][c:24]4[cH:25][cH:26]3)[n:16]2)[cH:9][cH:10]1.[NH2:44][CH2:45][CH2:46][OH:47].[OH2:67].[OH:34][n:35]1[c:36]2[c:37]([cH:38][cH:39][cH:40][cH:41]2)[n:42][n:43]1.[cH:61]1[cH:62][cH:63][n:64][cH:65][cH:66]1>>[F:1][c:2]1[c:3]([C:4](=[O:6])[NH:44][CH2:45][CH2:46][OH:47])[cH:7][c:8]([CH2:11][c:12]2[nH:13][c:14](-[c:27]3[n:28][c:29]([CH3:33])[cH:30][cH:31][cH:32]3)[c:15](-[c:17]3[cH:18][c:19]4[cH:20][cH:21][cH:22][n:23][c:24]4[cH:25][cH:26]3)[n:16]2)[cH:9][cH:10]1. Yields the product CC(C)(C)Oc1nc(Cl)cc2ccccc12. Reaction SMILES: [CH3:13][C:14]([CH3:15])([O-:16])[CH3:17].[CH3:19][c:20]1[cH:21][cH:22][cH:23][cH:24][cH:25]1.[Cl:1][c:2]1[n:3][c:4]([Cl:12])[cH:5][c:6]2[cH:7][cH:8][cH:9][cH:10][c:11]12.[K+:18]>>[c:2]1([O:16][C:14]([CH3:13])([CH3:15])[CH3:17])[n:3][c:4]([Cl:12])[cH:5][c:6]2[cH:7][cH:8][cH:9][cH:10][c:11]12. Reactants: CC(C)(C)[O-], Cc1ccccc1, Clc1cc2ccccc2c(Cl)n1, [K+]. Starting materials: ClC1=NC=CC(=C1)C#N (2-chloro-4-cyanopyridine), C[Mg]I (methylmagnesium iodide), CCOCC (ether). Run at time 8 hour. Yields the product ClC1=NC=CC(=C1)C(C)=O (2-chloro-4-acetylpyridine). Reaction SMILES: [Cl:1][C:2]1[CH:7]=[C:6](C#N)[CH:5]=[CH:4][N:3]=1.C[Mg]I.CC[O:15][CH2:16][CH3:17]>>[Cl:1][C:2]1[CH:7]=[C:6]([C:16](=[O:15])[CH3:17])[CH:5]=[CH:4][N:3]=1. Procedure: To a solution of 2-chloro-4-cyanopyridine (41.6 g) in dry ether under a nitrogen-atmosphere was added methylmagnesium iodide (200 mL, 3M in ether) dropwise. The resulting mixture was stirred at room temperature overnight. The solids which were formed were collected and poured immediately on a mixture of 1000 g ice, 500 mL water and 250 mL 6N HCl. The aqueous solution was allowed to reach room temperature and then extracted with ether (800 mL) and the combined organic layers were dried (sodium su... Starting materials: C1CC(=CCN1C(OC(C)(C)C)=O)B1OC(C(O1)(C)C)(C)C, c1(c(cnc(n1)Cl)Br)Cl. Reagents/catalysts: c1ccc(cc1)-c2c3ccccc3cc4ccccc24 (9-Phenylanthracene), C(=O)(O)[O-].[Na+] (NaHCO3), P(C1CCCC1)(c1ccccc1)c1ccccc1.P(C1CCCC1)(c1ccccc1)c1ccccc1.C(Cl)Cl.[Pd](Cl)Cl.[Fe]. Run in CN(C)C=O  (DMF). Run at temperature 70 celsius, time nan hour. The product is CC(C)(C)OC(=O)N1CCC(=CC1)c2nc(Cl)ncc2Br. Reaction SMILES: [Cl:1][c:2]1[n:8][c:7](Cl)[c:5]([Br:6])[cH:4][n:3]1.[CH3:9][C:10]([O:13][C:14]([N:16]1[CH2:21][CH:20]=[C:19](B2OC(C)(C)C(C)(C)O2)[CH2:18][CH2:17]1)=[O:15])([CH3:12])[CH3:11]>>[CH3:9][C:10]([O:13][C:14]([N:16]1[CH2:21][CH:20]=[C:19]([c:7]2[c:5]([Br:6])[cH:4][n:3][c:2]([Cl:1])[n:8]2)[CH2:18][CH2:17]1)=[O:15])([CH3:12])[CH3:11]. The reactants are C1(=CC=CC=C1)C (toluene), ClC1=CC=2C(C3=CC=CC=C3C(C2C=C1)=O)=O (2-chloroanthraquinone), resultant mixture, C1(=CC=CC=C1)B(O)O (phenylboronic acid), [F-].[K+] (potassium fluoride). The reagents and catalysts are C(C)(C)(C)P(C(C)(C)C)C(C)(C)C (tri-t-butylphosphine), C=1C=CC(=CC1)/C=C/C(=O)/C=C/C2=CC=CC=C2.C=1C=CC(=CC1)/C=C/C(=O)/C=C/C2=CC=CC=C2.C=1C=CC(=CC1)/C=C/C(=O)/C=C/C2=CC=CC=C2.[Pd].[Pd] (tris(dibenzylidene-acetone)dipalladium(0)). The solvent is O1CCOCC1 (dioxane). Yields the product C1(=CC=CC=C1)C1=CC=2C(C3=CC=CC=C3C(C2C=C1)=O)=O (2-phenylanthraquinone). Yield: 87.1%. RXN SMILES: Cl[C:2]1[CH:15]=[CH:14][C:13]2[C:12](=[O:16])[C:11]3[C:6](=[CH:7][CH:8]=[CH:9][CH:10]=3)[C:5](=[O:17])[C:4]=2[CH:3]=1.[C:18]1(B(O)O)[CH:23]=[CH:22][CH:21]=[CH:20][CH:19]=1.[F-].[K+].C1(C)C=CC=CC=1>O1CCOCC1.C1C=CC(/C=C/C(/C=C/C2C=CC=CC=2)=O)=CC=1.C1C=CC(/C=C/C(/C=C/C2C=CC=CC=2)=O)=CC=1.C1C=CC(/C=C/C(/C=C/C2C=CC=CC=2)=O)=CC=1.[Pd].[Pd].C(P(C(C)(C)C)C(C)(C)C)(C)(C)C>[C:18]1([C:2]2[CH:15]=[CH:14][C:13]3[C:12](=[O:16])[C:11]4[C:6](=[CH:7][CH:8]=[CH:9][CH:10]=4)[C:5](=[O:17])[C:4]=3[CH:3]=2)[CH:23]=[CH:22][CH:21]=[CH:20][CH:19]=1 |f:2.3,6.7.8.9.10|. Procedure details: Under an atmosphere of argon, 2-chloroanthraquinone (5.0 g, 21 mmole), phenylboronic acid (2.8 g, 23 mmole, 1.1 eq), tris(dibenzylidene-acetone)dipalladium(0) (0.2 g, 0.22 mmole, 2% Pd) and potassium fluoride (4.4 g, 76 mmole, 3.3 eq) were suspended in anhydrous dioxane (30 ml). To the obtained suspension, a toluene solution of tri-t-butylphosphine (66%, 0.13 ml, 0.42 mmole, 1 eq) was added and the resultant mixture was stirred at 80° C. for 3 hours. The reaction mixture was filtered and washed ...